From a dataset of the Open Reaction Database (ORD), a public repository of structured organic reaction records. describe an organic reaction: reactants, conditions, products, and yield The reactants are C(C)C=1C(CCC1C=O)=O (2-Ethyl-3-formyl-2-cyclopentenone), vinyl, COCCOC (DME). Conditions: time 2 hour. Yields the product O=C(/C=C/C1=C(C(CC1)=O)CC)CCCCC (3-(Trans-3-keto-1-octenyl)-2-ethyl-2-cyclopentenone). Isolated yield 80.0%. Reaction SMILES: [CH2:1]([C:3]1[C:4](=[O:10])[CH2:5][CH2:6][C:7]=1[CH:8]=O)[CH3:2].CO[CH2:13][CH2:14][O:15]C>>[O:15]=[C:14]([CH2:2][CH2:1][CH2:3][CH2:7][CH3:6])/[CH:13]=[CH:8]/[C:7]1[CH2:6][CH2:5][C:4](=[O:10])[C:3]=1[CH2:1][CH3:2]. Procedure details: 1.7 g (0.035 mole) of a 50% NaH dispersion is transferred into a dry 500 ml 3-neck flask equipped with an addition funnel, overhead stirrer and septum. The NaH was covered with 175 ml of DME and a solution of 10.1 g (0.045 mole) dimethyl (2-oxoheptyl) phosphonate in 12 ml of DME is added dropwise over a 10 minute period. The mixture is stirred for 1 hour at room temperature to form the sodium salt of the phosphonate. A solution of the crude aldehyde 5 supra [from oxidation of 7.0 g (0.05 mole) o... Starting materials: C1COCCO1, CC(C)(C)[O-], CCOC(C)=O, Cc1cc(Cl)nc2cscc12, Cl, NC1CCN(C(=O)Cc2ccc(OC(F)(F)F)cc2)C1, [Na+], O=C(C=Cc1ccccc1)C=Cc1ccccc1, O=C(C=Cc1ccccc1)C=Cc1ccccc1, O=C(C=Cc1ccccc1)C=Cc1ccccc1, O, [Pd], [Pd]. Product: Cc1cc(NC2CCN(C(=O)Cc3ccc(OC(F)(F)F)cc3)C2)nc2cscc12. As a reaction SMILES: [CH2:33]1[O:34][CH2:35][CH2:36][O:37][CH2:38]1.[CH3:39][C:40]([CH3:41])([O-:42])[CH3:43].[CH3:45][CH2:46][O:47][C:48](=[O:49])[CH3:50].[Cl:1][c:2]1[cH:3][c:4]([CH3:11])[c:5]2[c:6]([n:7]1)[cH:8][s:9][cH:10]2.[ClH:12].[NH2:13][CH:14]1[CH2:15][N:16]([C:19]([CH2:20][c:21]2[cH:22][cH:23][c:24]([O:27][C:28]([F:29])([F:30])[F:31])[cH:25][cH:26]2)=[O:32])[CH2:17][CH2:18]1.[Na+:44].[O:54]=[C:55]([CH:56]=[CH:57][c:58]1[cH:59][cH:60][cH:61][cH:62][cH:63]1)[CH:64]=[CH:65][c:66]1[cH:67][cH:68][cH:69][cH:70][cH:71]1.[O:72]=[C:73]([CH:74]=[CH:75][c:76]1[cH:77][cH:78][cH:79][cH:80][cH:81]1)[CH:82]=[CH:83][c:84]1[cH:85][cH:86][cH:87][cH:88][cH:89]1.[O:90]=[C:91]([CH:92]=[CH:93][c:94]1[cH:95][cH:96][cH:97][cH:98][cH:99]1)[CH:100]=[CH:101][c:102]1[cH:103][cH:104][cH:105][cH:106][cH:107]1.[OH2:51].[Pd:52].[Pd:53]>>[c:2]1([NH:13][CH:14]2[CH2:15][N:16]([C:19]([CH2:20][c:21]3[cH:22][cH:23][c:24]([O:27][C:28]([F:29])([F:30])[F:31])[cH:25][cH:26]3)=[O:32])[CH2:17][CH2:18]2)[cH:3][c:4]([CH3:11])[c:5]2[c:6]([n:7]1)[cH:8][s:9][cH:10]2. The reactants are C(C)OC(C=C(C1=CC=CC=C1)C=1C=C2C(=NNC2=CC1)OC)=O (3-(3-methoxy-1H-indazol-5-yl)-3-phenyl-acrylic acid ethyl ester), C(C)OC(C=C(C1=CC=CC=C1)C1=C2C(=CNC2=CC=C1)C#N)=O (3-(3-cyano-1H-Indol-4-yl)-3-phenyl-acrylic acid ethyl ester). Product: COC1=NNC2=CC=C(C=C12)C(=CC(=O)NC)C1=CC=CC=C1 (3-(3-Methoxy-1H-indazol-5-yl)-N-methyl 3-phenyl-acrylamide). Reaction SMILES: C([O:3][C:4](=O)[CH:5]=[C:6]([C:13]1[CH:14]=[C:15]2[C:19](=[CH:20][CH:21]=1)[NH:18][N:17]=[C:16]2[O:22][CH3:23])[C:7]1[CH:12]=[CH:11][CH:10]=[CH:9][CH:8]=1)C.C(OC(=O)C=C(C1C=CC=C2C=1C(C#N)=[CH:40][NH:41]2)C1C=CC=CC=1)C>>[CH3:23][O:22][C:16]1[C:15]2[C:19](=[CH:20][CH:21]=[C:13]([C:6]([C:7]3[CH:8]=[CH:9][CH:10]=[CH:11][CH:12]=3)=[CH:5][C:4]([NH:41][CH3:40])=[O:3])[CH:14]=2)[NH:18][N:17]=1. Procedure details: The amide compound CCXII was prepared from 3-(3-methoxy-1H-indazol-5-yl)-3-phenyl-acrylic acid ethyl ester using the procedure described for preparation of 3-(1H-Indol-7-yl)-N-methyl-3-phenyl-acrylamide XVIII (see Example 4). As a reaction SMILES: [CH2:1]([CH3:2])[N:3]1[CH:4]([CH2:8][NH2:9])[CH2:5][CH2:6][CH2:7]1.[CH3:14][NH:15][S:16](=[O:17])(=[O:18])[c:19]1[cH:20][c:21]([C:29](=[O:30])[Cl:31])[c:22]2[c:23]([cH:28]1)[O:24][CH2:25][CH2:26][O:27]2.[CH:10]([Cl:11])([Cl:12])[Cl:13].[CH:32]([Cl:33])([Cl:34])[Cl:35].[OH2:36]>>[CH2:1]([CH3:2])[N:3]1[CH:4]([CH2:8][NH:9][C:29]([c:21]2[cH:20][c:19]([S:16]([NH:15][CH3:14])(=[O:17])=[O:18])[cH:28][c:23]3[c:22]2[O:27][CH2:26][CH2:25][O:24]3)=[O:30])[CH2:5][CH2:6][CH2:7]1. Yields the product CCN1CCCC1CNC(=O)c1cc(S(=O)(=O)NC)cc2c1OCCO2. Starting materials: CCN1CCCC1CN, CNS(=O)(=O)c1cc2c(c(C(=O)Cl)c1)OCCO2, ClC(Cl)Cl, ClC(Cl)Cl, O.